This data is from the Open Reaction Database (ORD), a public repository of structured organic reaction records. The task is: describe an organic reaction: reactants, conditions, products, and yield Reactants: CCO, CC(=O)N1CCC(C(=O)c2ccc(F)cc2F)CC1, NN, O, O. The product is CC(=O)N1CCC(C(=NN)c2ccc(F)cc2F)CC1. Reaction SMILES: [CH3:23][CH2:24][OH:25].[F:1][c:2]1[c:3]([C:4](=[O:5])[CH:6]2[CH2:7][CH2:8][N:9]([C:12]([CH3:13])=[O:14])[CH2:10][CH2:11]2)[cH:15][cH:16][c:17]([F:19])[cH:18]1.[NH2:21][NH2:22].[OH2:20].[OH2:26]>>[F:1][c:2]1[c:3]([C:4]([CH:6]2[CH2:7][CH2:8][N:9]([C:12]([CH3:13])=[O:14])[CH2:10][CH2:11]2)=[N:21][NH2:22])[cH:15][cH:16][c:17]([F:19])[cH:18]1.